Dataset: the Open Reaction Database (ORD), a public repository of structured organic reaction records. Task: describe an organic reaction: reactants, conditions, products, and yield Starting materials: C1=CC=CC=C1 (benzene), BrC1=CC=C(O1)C=O (5-bromo-2-furaldehyde), COC1=C(C=CC=C1)B(O)O (2-methoxyphenylboronic acid), C(=O)([O-])[O-].[K+].[K+] (K2CO3). Reagents/catalysts: [Pd].C1(=CC=CC=C1)P(C1=CC=CC=C1)C1=CC=CC=C1.C1(=CC=CC=C1)P(C1=CC=CC=C1)C1=CC=CC=C1.C1(=CC=CC=C1)P(C1=CC=CC=C1)C1=CC=CC=C1.C1(=CC=CC=C1)P(C1=CC=CC=C1)C1=CC=CC=C1 (tetrakis(triphenylphosphine)-palladium(0)). Run in C(C)(=O)OCC (ethyl acetate). Yields the product COC1=C(C=CC=C1)C1=CC=C(O1)C=O (5-(2-Methoxyphenyl)-2-Furaldehyde). Isolated yield 65.0%. Reaction SMILES: C1C=CC=CC=1.Br[C:8]1[O:12][C:11]([CH:13]=[O:14])=[CH:10][CH:9]=1.[CH3:15][O:16][C:17]1[CH:22]=[CH:21][CH:20]=[CH:19][C:18]=1B(O)O.C([O-])([O-])=O.[K+].[K+]>C(OCC)(=O)C.[Pd].C1(P(C2C=CC=CC=2)C2C=CC=CC=2)C=CC=CC=1.C1(P(C2C=CC=CC=2)C2C=CC=CC=2)C=CC=CC=1.C1(P(C2C=CC=CC=2)C2C=CC=CC=2)C=CC=CC=1.C1(P(C2C=CC=CC=2)C2C=CC=CC=2)C=CC=CC=1>[CH3:15][O:16][C:17]1[CH:22]=[CH:21][CH:20]=[CH:19][C:18]=1[C:8]1[O:12][C:11]([CH:13]=[O:14])=[CH:10][CH:9]=1 |f:3.4.5,7.8.9.10.11|. Procedure details: To a benzene (10 mL) solution of 5-bromo-2-furaldehyde 7 (350 mg, 2.0 mmol) and 2-methoxyphenylboronic acid 8 (304 mg, 2.0 mmol) was added tetrakis(triphenylphosphine)-palladium(0) (69.4 mg, 0.06 mmol) and sat. aq. K2CO3 solution (4.94 ml, 4.0 mmol) at 21° C. under an argon atmosphere. The reaction mixture was refluxed for 2 h. The mixture was then cooled and diluted with ethyl acetate (100 mL). The organic layer was washed with water (2×20 mL), then dried with brine and MgSO4 and concentrated i...